Dataset: the Open Reaction Database (ORD), a public repository of structured organic reaction records. Task: describe an organic reaction: reactants, conditions, products, and yield Starting materials: O=C(c1ccc(O)cc1)c1ccc(Br)cc1, C1CCOC1, [K+], [K+], O=C([O-])[O-], O=C1CCOCC1, [Zn]. Product: Oc1ccc(C(=C2CCOCC2)c2ccc(Br)cc2)cc1. As a reaction SMILES: [Br:1][c:2]1[cH:3][cH:4][c:5]([C:8](=[O:9])[c:10]2[cH:11][cH:12][c:13]([OH:16])[cH:14][cH:15]2)[cH:6][cH:7]1.[CH2:30]1[O:31][CH2:32][CH2:33][CH2:34]1.[K+:24].[K+:25].[O-:26][C:27]([O-:28])=[O:29].[O:17]1[CH2:18][CH2:19][C:20](=[O:23])[CH2:21][CH2:22]1.[Zn:35]>>[Br:1][c:2]1[cH:3][cH:4][c:5]([C:8]([c:10]2[cH:11][cH:12][c:13]([OH:16])[cH:14][cH:15]2)=[C:20]2[CH2:19][CH2:18][O:17][CH2:22][CH2:21]2)[cH:6][cH:7]1.